Dataset: the Open Reaction Database (ORD), a public repository of structured organic reaction records. Task: describe an organic reaction: reactants, conditions, products, and yield Reported procedure: 7 Parts of N-[4-(1H-imidazol-1-ylmethyl)phenyl]-3-oxobutanamide were added dropwise to 73.6 parts of concentrated sulfuric acid (exothermic reaction, the temperature rose to 90° C.). Upon complete addition, the mixture was stirred for 1 hour at 70° C. The reaction mixture was poured into crushed ice and the whole was neutralized with an ammonium hydroxide solution to pH 9. The precipitated product was filtered off and taken up in water. The whole was extracted with dichloromethane. The aqueous l... As a reaction SMILES: [N:1]1([CH2:6][C:7]2[CH:12]=[CH:11][C:10]([NH:13][C:14](=[O:19])[CH2:15][C:16](=O)[CH3:17])=[CH:9][CH:8]=2)[CH:5]=[CH:4][N:3]=[CH:2]1.S(=O)(=O)(O)O.[OH-].[NH4+]>>[N:1]1([CH2:6][C:7]2[CH:12]=[C:11]3[C:10](=[CH:9][CH:8]=2)[NH:13][C:14](=[O:19])[CH:15]=[C:16]3[CH3:17])[CH:5]=[CH:4][N:3]=[CH:2]1 |f:2.3|. Reactants: N1(C=NC=C1)CC1=CC=C(C=C1)NC(CC(C)=O)=O (N-[4-(1H-imidazol-1-ylmethyl)phenyl]-3-oxobutanamide), S(O)(O)(=O)=O (sulfuric acid), [OH-].[NH4+] (ammonium hydroxide). Product: N1(C=NC=C1)CC=1C=C2C(=CC(NC2=CC1)=O)C (6-(1H-imidazol-1-ylmethyl)-4-methyl-2(1H)-quinolinone). Conditions: temperature 70 celsius, time 1 hour. Yield: 34.8%. Reaction SMILES: Cl.[NH2:2][C@@H:3]([CH:31]1[CH2:36][CH2:35][CH2:34][CH2:33][CH2:32]1)[C:4]([N:6]1[CH2:14][C@H:13]([O:15][CH2:16][C:17]2[CH:18]=[C:19]([C:23]3[CH:28]=[CH:27][CH:26]=[C:25]([CH:29]=[CH2:30])[CH:24]=3)[CH:20]=[CH:21][CH:22]=2)[CH2:12][C@H:7]1[C:8]([O:10][CH3:11])=[O:9])=[O:5]>ClCCCl.C(Cl)Cl.C([O-])(O)=O.[Na+]>[CH:31]1([C@H:3]([NH:2][CH2:20][CH2:19][CH2:18][CH2:17][CH:22]=[CH2:21])[C:4]([N:6]2[CH2:14][C@H:13]([O:15][CH2:16][C:17]3[CH:18]=[C:19]([C:23]4[CH:28]=[CH:27][CH:26]=[C:25]([CH:29]=[CH2:30])[CH:24]=4)[CH:20]=[CH:21][CH:22]=3)[CH2:12][C@H:7]2[C:8]([O:10][CH3:11])=[O:9])=[O:5])[CH2:32][CH2:33][CH2:34][CH2:35][CH2:36]1 |f:0.1,4.5|. The yield is 67.0%. Starting materials: solution, Cl.N[C@H](C(=O)N1[C@H](C(=O)OC)C[C@H](C1)OCC=1C=C(C=CC1)C1=CC(=CC=C1)C=C)C1CCCCC1 (methyl (4R)-1-[(2S)-2-amino-2-cyclohexylacetyl]-4-[(3′-vinylbiphenyl-3-yl)methoxy]-L-prolinate hydrochloride). Conditions: time 2 hour. Solvent: ClCCCl (DCE), C(Cl)Cl (DCM), C(=O)(O)[O-].[Na+] (NaHCO3). Yields the product C1(CCCCC1)[C@@H](C(=O)N1[C@H](C(=O)OC)C[C@H](C1)OCC=1C=C(C=CC1)C1=CC(=CC=C1)C=C)NCCCCC=C (methyl (4R)-1-[(2S)-2-cyclohexyl-2-(hex-5-en-1-ylamino)acetyl]-4-[(3′-vinylbiphenyl-3-yl)methoxy]-L-prolinate). Procedure details: Et3N (2.0 eq.), hex-5-enal (1.0 eq.) (obtained from hex-5-en-1-ol via a PCC oxidation and sodium triacetoxyborohydride (1.3 eq.) were sequentially added to a 0.07 M solution of methyl (4R)-1-[(2S)-2-amino-2-cyclohexylacetyl]-4-[(3′-vinylbiphenyl-3-yl)methoxy]-L-prolinate hydrochloride 108 in DCE. The reaction mixture was stirred at RT for 2 h then it was diluted with DCM, saturated aqueous NaHCO3 and extracted. The collected organic layers were washed with brine, dried (Na2SO4) and evaporated un... Reactants: OC1=C2C=C(N(C2=CC=C1)CC(C)C)C(=O)OCC (ethyl 4-hydroxy-1-(2-methylpropyl)indole-2-carboxylate), S(=O)(=O)(OC[C@@H]1CO1)C1=CC=C([N+](=O)[O-])C=C1 ((S)-glycidyl nosylate), C1=C(C=CC2=CC=CC=C12)C1CCNCC1 (4-(naphthalen-2-yl)piperidine). The product is O[C@H](COC1=C2C=C(N(C2=CC=C1)CC(C)C)C(=O)OCC)CN1CCC(CC1)C1=CC2=CC=CC=C2C=C1 (ethyl (S)-4-(2-hydroxy-3-(4-(naphthalen-2-yl)piperidino)propyloxy)-1-(2-methylpropyl)indole-2-carboxylate). The yield is 81.7%. Reaction SMILES: [OH:1][C:2]1[CH:10]=[CH:9][CH:8]=[C:7]2[C:3]=1[CH:4]=[C:5]([C:15]([O:17][CH2:18][CH3:19])=[O:16])[N:6]2[CH2:11][CH:12]([CH3:14])[CH3:13].S(C1C=CC([N+]([O-])=O)=CC=1)(O[CH2:24][C@H:25]1[O:27][CH2:26]1)(=O)=O.[CH:37]1[C:46]2[C:41](=[CH:42][CH:43]=[CH:44][CH:45]=2)[CH:40]=[CH:39][C:38]=1[CH:47]1[CH2:52][CH2:51][NH:50][CH2:49][CH2:48]1>>[OH:27][C@@H:25]([CH2:26][N:50]1[CH2:51][CH2:52][CH:47]([C:38]2[CH:39]=[CH:40][C:41]3[C:46](=[CH:45][CH:44]=[CH:43][CH:42]=3)[CH:37]=2)[CH2:48][CH2:49]1)[CH2:24][O:1][C:2]1[CH:10]=[CH:9][CH:8]=[C:7]2[C:3]=1[CH:4]=[C:5]([C:15]([O:17][CH2:18][CH3:19])=[O:16])[N:6]2[CH2:11][CH:12]([CH3:14])[CH3:13]. Reported procedure: By the reactions in the same manner as in Starting Material Synthesis Example 25 using ethyl 4-hydroxy-1-(2-methylpropyl)indole-2-carboxylate (5.0 g) obtained in Starting Material Synthesis Example 12, (S)-glycidyl nosylate (4.5 g) and 4-(naphthalen-2-yl)piperidine (5.3 g), ethyl (S)-4-(2-hydroxy-3-(4-(naphthalen-2-yl)piperidino)propyloxy)-1-(2-methylpropyl)indole-2-carboxylate (7.5 g) was obtained. This was dissolved in ethanol (40 ml) and water (30 ml) and potassium hydroxide (4.0 g) were adde... Starting materials: C, CCOCCN(CCCC(=O)OC(C)(C)C)C(=O)OCc1ccccc1, CO, [Pd]. Yields the product CCOCCNCCCC(=O)OC(C)(C)C. As a reaction SMILES: [C:29].[CH2:1]([O:2][C:3](=[O:4])[N:11]([CH2:12][CH2:13][CH2:14][C:15](=[O:16])[O:17][C:18]([CH3:19])([CH3:20])[CH3:21])[CH2:22][CH2:23][O:24][CH2:25][CH3:26])[c:5]1[cH:6][cH:7][cH:8][cH:9][cH:10]1.[CH3:27][OH:28].[Pd:30]>>[NH:11]([CH2:12][CH2:13][CH2:14][C:15](=[O:16])[O:17][C:18]([CH3:19])([CH3:20])[CH3:21])[CH2:22][CH2:23][O:24][CH2:25][CH3:26]. Starting materials: N(=O)OCCC(C)C (isoamyl nitrite), Cl (HCl), COC=1C=C2CCC(C2=CC1OC)=O (5,6-Dimethoxy-1-indanone). The solvent is C(C)O (ethanol). Reaction conditions: time 3 hour. Yields the product COC=1C=C2CC(C(C2=CC1OC)=O)=NO (5,6-dimethoxy-2-hydroxyimino-indanone). As a reaction SMILES: [CH3:1][O:2][C:3]1[CH:4]=[C:5]2[C:9](=[CH:10][C:11]=1[O:12][CH3:13])[C:8](=[O:14])[CH2:7][CH2:6]2.[N:15](OCCC(C)C)=[O:16].Cl>C(O)C>[CH3:1][O:2][C:3]1[CH:4]=[C:5]2[C:9](=[CH:10][C:11]=1[O:12][CH3:13])[C:8](=[O:14])[C:7](=[N:15][OH:16])[CH2:6]2. Procedure: 5,6-Dimethoxy-1-indanone (0.078 moles, 15 g) is dissolved in absolute ethanol (550 ml), thermostated at 50° C., and added with isoamyl nitrite (0.086 moles, 11.9 ml) and conc. HCl (11.9 ml). After a few minutes the product precipitates. The reaction is kept at 50° C. for further 3 hours, then cooled at r.t. and the solid is filtered washing with absolute ethanol (50 ml) and ethyl ether (100 ml). The product is dried in oven under vacuum at r.t. Yield: 16.3 g (94.4%) Starting materials: N12CCCCCC2=NCCC1 (1,8-Diazabicyclo[5.4.0]undec-7-ene), OC(/C=C/[C@@H]1N(C(CCC1)=O)CC#CCCCC(=O)O)CC1=CC=CC=C1 (7-[(R)-2-((E)-3-hydroxy-4-phenyl-but-1-enyl)-6-oxo-piperidin-1-yl]-hept-5-ynoic acid), IC(C)C (2-iodopropane). Run in CCOC(=O)C (EtOAc), CC(=O)C (acetone). Run at time 5 minute. Yields the product C(C)(C)OC(CCCC#CCN1[C@H](CCCC1=O)\C=C\C(CC1=CC=CC=C1)O)=O (7-[(R)-2-((E)-3-Hydroxy-4-phenyl-but-1-enyl)-6-oxo-piperidin-1-yl]-hept-5-ynoic Acid Isopropyl Ester). Isolated yield 46.5%. As a reaction SMILES: N12CCCN=C1CC[CH2:4][CH2:3][CH2:2]2.[OH:12][CH:13]([CH2:32][C:33]1[CH:38]=[CH:37][CH:36]=[CH:35][CH:34]=1)/[CH:14]=[CH:15]/[C@H:16]1[CH2:21][CH2:20][CH2:19][C:18](=[O:22])[N:17]1[CH2:23][C:24]#[C:25][CH2:26][CH2:27][CH2:28][C:29]([OH:31])=[O:30].IC(C)C>CC(C)=O.CCOC(C)=O>[CH:3]([O:30][C:29](=[O:31])[CH2:28][CH2:27][CH2:26][C:25]#[C:24][CH2:23][N:17]1[C:18](=[O:22])[CH2:19][CH2:20][CH2:21][C@@H:16]1/[CH:15]=[CH:14]/[CH:13]([OH:12])[CH2:32][C:33]1[CH:34]=[CH:35][CH:36]=[CH:37][CH:38]=1)([CH3:4])[CH3:2]. Procedure: 1,8-Diazabicyclo[5.4.0]undec-7-ene (15 μL, 0.10 mmol) was added to a solution of 7-[(R)-2-((E)-3-hydroxy-4-phenyl-but-1-enyl)-6-oxo-piperidin-1-yl]-hept-5-ynoic acid (25 mg, 0.068 mmol) in acetone (0.68 mL) at rt. After 5 min, 2-iodopropane (34 μL, 0.34 mmol) was added. After 18 h at rt, the reaction mixture was diluted with EtOAc (25 mL) and washed with aqueous HCl (0.5 M, 10 mL), saturated aqueous NaHCO3 (10 mL) and brine (10 mL) then dried (Na2SO4), filtered and concentrated in vacuo. Purific... Reactants: ClC1=CC=2C3=C(NC2C=C1)CCN(C3)C (8-chloro-2,3,4,5-tetrahydro-2-methyl-1H-pyrido[4,3-b]indole), CC1=NC=C(C2=CC=CC=C12)C=C (1-methyl-4-vinylisoquinoline), [OH-].[K+] (KOH). Run in CN1CCCC1=O (NMP). Product: ClC1=CC=2C3=C(N(C2C=C1)CCC1=CN=C(C2=CC=CC=C12)C)CCN(C3)C (8-chloro-2,3,4,5-tetrahydro-2-methyl-5-(2-(1-methylisoquinolin-4-yl)ethyl)-1H-pyrido[4,3-b]indole). RXN SMILES: [Cl:1][C:2]1[CH:10]=[CH:9][C:8]2[NH:7][C:6]3[CH2:11][CH2:12][N:13]([CH3:15])[CH2:14][C:5]=3[C:4]=2[CH:3]=1.[CH3:16][C:17]1[C:26]2[C:21](=[CH:22][CH:23]=[CH:24][CH:25]=2)[C:20]([CH:27]=[CH2:28])=[CH:19][N:18]=1.[OH-].[K+]>CN1C(=O)CCC1>[Cl:1][C:2]1[CH:10]=[CH:9][C:8]2[N:7]([CH2:28][CH2:27][C:20]3[C:21]4[C:26](=[CH:25][CH:24]=[CH:23][CH:22]=4)[C:17]([CH3:16])=[N:18][CH:19]=3)[C:6]3[CH2:11][CH2:12][N:13]([CH3:15])[CH2:14][C:5]=3[C:4]=2[CH:3]=1 |f:2.3|. Reported procedure: The title compound is prepared from a mixture of 8-chloro-2,3,4,5-tetrahydro-2-methyl-1H-pyrido[4,3-b]indole, 1-methyl-4-vinylisoquinoline and KOH (5-7 equiv) in NMP at a temperature ranging between 25 deg C. to 100 deg C. The product obtained is isolated by preparative HPLC. The reactants are CN(C)c1ccncc1, CNc1ccc(Cc2nc3c([nH]2)c(=O)n(Cc2ccccc2F)c(=O)n3CC2CC2)cc1, O=C(O)c1cncnc1. Product: CN(C(=O)c1cncnc1)c1ccc(Cc2nc3c([nH]2)c(=O)n(Cc2ccccc2F)c(=O)n3CC2CC2)cc1. RXN SMILES: [CH3:42][N:43]([CH3:44])[c:45]1[cH:46][cH:47][n:48][cH:49][cH:50]1.[CH:10]1([CH2:13][n:14]2[c:15](=[O:41])[n:16]([CH2:33][c:34]3[c:35]([F:40])[cH:36][cH:37][cH:38][cH:39]3)[c:17](=[O:32])[c:18]3[nH:19][c:20]([CH2:23][c:24]4[cH:25][cH:26][c:27]([NH:30][CH3:31])[cH:28][cH:29]4)[n:21][c:22]23)[CH2:11][CH2:12]1.[n:1]1[cH:2][n:3][cH:4][c:5]([C:7](=[O:8])[OH:9])[cH:6]1>>[n:1]1[cH:2][n:3][cH:4][c:5]([C:7](=[O:9])[N:30]([c:27]2[cH:26][cH:25][c:24]([CH2:23][c:20]3[nH:19][c:18]4[c:17](=[O:32])[n:16]([CH2:33][c:34]5[c:35]([F:40])[cH:36][cH:37][cH:38][cH:39]5)[c:15](=[O:41])[n:14]([CH2:13][CH:10]5[CH2:11][CH2:12]5)[c:22]4[n:21]3)[cH:29][cH:28]2)[CH3:31])[cH:6]1. The reactants are CS(=O)(=O)O, OC(CNCCc1cc(Br)sc1Br)c1ccccc1, O=C(O)C(F)(F)F. The product is Brc1sc(Br)c2c1CCNCC2c1ccccc1. As a reaction SMILES: [CH3:20][S:21]([OH:22])(=[O:23])=[O:24].[OH:1][CH:2]([CH2:3][NH:4][CH2:5][CH2:6][c:7]1[c:8]([Br:13])[s:9][c:10]([Br:12])[cH:11]1)[c:14]1[cH:15][cH:16][cH:17][cH:18][cH:19]1.[OH:25][C:26]([C:27]([F:28])([F:29])[F:30])=[O:31]>>[CH:2]1([c:14]2[cH:15][cH:16][cH:17][cH:18][cH:19]2)[CH2:3][NH:4][CH2:5][CH2:6][c:7]2[c:8]([Br:13])[s:9][c:10]([Br:12])[c:11]21.